From a dataset of the Open Reaction Database (ORD), a public repository of structured organic reaction records. describe an organic reaction: reactants, conditions, products, and yield Starting materials: ClC1=CC=C([C@H](C[N+](=O)[O-])C2C(CCCC2)=O)C=C1 (rac-(2S*)-2-[(R*)-4-chloro-α-(nitromethyl)benzyl]cyclohexanone), [H-].[Al+3].[Li+].[H-].[H-].[H-] (lithium aluminium hydride), C(C)O (ethanol), O1CCCC1.O (tetrahydrofuran water). Solvent: O1CCCC1 (tetrahydrofuran), O1CCCC1 (tetrahydrofuran), CCOCC (ether). Conditions: time 8 hour. The product is NC[C@@H](C1=CC=C(C=C1)Cl)[C@@H]1[C@@H](CCCC1)O (rac-(1S*)-cis-2-[(R*)-α-(aminomethyl)-4-chlorobenzyl]cyclohexanol). Reaction SMILES: [Cl:1][C:2]1[CH:19]=[CH:18][C:5]([C@@H:6]([CH:11]2[CH2:16][CH2:15][CH2:14][CH2:13][C:12]2=[O:17])[CH2:7][N+:8]([O-])=O)=[CH:4][CH:3]=1.[H-].[Al+3].[Li+].[H-].[H-].[H-].C(O)C.O1CCCC1.O>O1CCCC1.CCOCC>[NH2:8][CH2:7][C@H:6]([C@H:11]1[CH2:16][CH2:15][CH2:14][CH2:13][C@H:12]1[OH:17])[C:5]1[CH:4]=[CH:3][C:2]([Cl:1])=[CH:19][CH:18]=1 |f:1.2.3.4.5.6,8.9|. Procedure details: A solution of 112 g (0.4 mol) of rac-(2S*)-2-[(R*)-4-chloro-α-(nitromethyl)benzyl]cyclohexanone in 1 l of dry tetrahydrofuran is added dropwise under argon to a suspension of 39 g (1.03 mol) of lithium aluminium hydride in 1 l of dry tetrahydrofuran so that the temperature does not exceed 50°, whereupon the reaction mixture is stirred at 50° overnight. After cooling to room temperature the reaction mixture is treated with 50 ml of ethanol and subsequently with 200 ml of tetrahydrofuran/water (1:... The reactants are F[B-](F)(F)F.C[O+](C)C (Trimethyloxonium tetrafluoroborate), C(C)(C)N(C(C)C)CC (N,N-diisopropylethylamine), C(#N)C1=CC=C(C=C1)C(NC(=O)NC1=CC(=NC=C1)C(F)(F)F)C1=C(CCCC1=O)O (1-((4-cyanophenyl)(2-hydroxy-6-oxocyclohex-1-enyl)methyl)-3-(2-(trifluoromethyl)pyridin-4-yl)urea), C(#N)C1=CC=C(C=C1)C(NC(=O)NC1=CC(=NC=C1)C(F)(F)F)C1=C(CCCC1=O)O (1-((4-cyanophenyl)(2-hydroxy-6-oxocyclohex-1-enyl)methyl)-3-(2-(trifluoromethyl)pyridin-4-yl)urea). The solvent is ClCCl (dichloromethane). Conditions: time 1 hour. Yields the product C(#N)C1=CC=C(C=C1)C(NC(=O)NC1=CC(=NC=C1)C(F)(F)F)C1=C(CCCC1=O)OC (1-((4-Cyanophenyl)(2-methoxy-6-oxocyclohex-1-enyl)methyl)-3-(2-(trifluoromethyl)-pyridin-4-yl)urea). Reaction SMILES: F[B-](F)(F)F.[CH3:6][O+:7]([CH3:9])C.C(N(CC)C(C)C)(C)C.[C:19]([C:21]1[CH:26]=[CH:25][C:24]([CH:27]([C:42]2C(=O)[CH2:46][CH2:45][CH2:44][C:43]=2[OH:49])[NH:28][C:29]([NH:31][C:32]2[CH:37]=[CH:36][N:35]=[C:34]([C:38]([F:41])([F:40])[F:39])[CH:33]=2)=[O:30])=[CH:23][CH:22]=1)#[N:20]>ClCCl>[C:19]([C:21]1[CH:26]=[CH:25][C:24]([CH:27]([C:42]2[C:43](=[O:49])[CH2:44][CH2:45][CH2:46][C:6]=2[O:7][CH3:9])[NH:28][C:29]([NH:31][C:32]2[CH:37]=[CH:36][N:35]=[C:34]([C:38]([F:39])([F:41])[F:40])[CH:33]=2)=[O:30])=[CH:23][CH:22]=1)#[N:20] |f:0.1|. Procedure: Trimethyloxonium tetrafluoroborate (47 mg, 0.318 mmol) is added to a solution of N,N-diisopropylethylamine (72 μL, 0.412 mmol) and 1-((4-cyanophenyl)(2-hydroxy-6-oxocyclohex-1-enyl)methyl)-3-(2-(trifluoromethyl)pyridin-4-yl)urea (intermediate 26, 90 mg, 0.209 mmol) in dichloromethane (10 mL). The mixture is stirred at room temperature for 1 h and extracted three times with water. The organic phase is dried over Na2SO4 and concentrated under reduced pressure. Yield: 100 mg; ESI mass spectrum [M+H... Reactants: FC(OC1=CC=C(C#N)C=C1)F (4-(difluoromethoxy)benzonitrile), Cl (HCl), imidate hydrochloride salt, [O-]CC.[Na+] (sodium ethoxide), [Na] (sodium), O1C(OCC1)C=1C=C(C(=O)NN)C=CC1 (3-[1,3]Dioxolan-2-yl-benzoic acid hydrazide). Run in C(C)O (ethanol), CCOCC (Ether), C(C)O (ethanol), C(C)O (ethanol). Run at time 65 hour. Yields the product FC(OC1=CC=C(C=C1)C1=NC(=NN1)C1=CC(=CC=C1)C1OCCO1)F (5-(4-Difluoromethoxy-phenyl)-3-(3-[1,3]dioxolan-2-yl-phenyl)-1H-[1,2,4]triazole). Isolated yield 62.0%. As a reaction SMILES: [F:1][CH:2]([F:12])[O:3][C:4]1[CH:11]=[CH:10][C:7]([C:8]#[N:9])=[CH:6][CH:5]=1.Cl.[O-]CC.[Na+].[Na].[O:19]1[CH2:23][CH2:22][O:21][CH:20]1[C:24]1[CH:25]=[C:26]([CH:31]=[CH:32][CH:33]=1)[C:27]([NH:29][NH2:30])=O>C(O)C.CCOCC>[F:1][CH:2]([F:12])[O:3][C:4]1[CH:5]=[CH:6][C:7]([C:8]2[NH:30][N:29]=[C:27]([C:26]3[CH:31]=[CH:32][CH:33]=[C:24]([CH:20]4[O:19][CH2:23][CH2:22][O:21]4)[CH:25]=3)[N:9]=2)=[CH:10][CH:11]=1 |f:2.3,^1:17|. Procedure: To a solution of 4-(difluoromethoxy)benzonitrile (5 g, 30 mmol) in ethanol at 4° C. was bubbled dry HCl(g) for 3 h. The resulting mixture was stoppered and kept at 4° C. for 65 h. Ether (40 ml) was then added with ultrasonication to precipitate the imidate hydrochloride salt, which was washed twice with dry ether (40 ml) and then dried under vacuum (0.05 mmHg) at 20° C. To a solution of imidate hydrochloride salt (1 g, 4 mmol) in ethanol (15 ml) was added sodium ethoxide solution dropwise (sodiu... Reactants: CCOCn1cnc2c1c(=O)n(CCCCCBr)c(=O)n2C, CN(C)C=O, [H-], [Na+], CCOP([O-])OCC. Yields the product CCOCn1cnc2c1c(=O)n(CCCCCP(=O)(OCC)OCC)c(=O)n2C. RXN SMILES: [Br:11][CH2:12][CH2:13][CH2:14][CH2:15][CH2:16][n:17]1[c:18](=[O:19])[n:20]([CH3:32])[c:21]2[n:22][cH:23][n:24]([CH2:28][O:29][CH2:30][CH3:31])[c:25]2[c:26]1=[O:27].[CH3:33][N:34]([CH3:35])[CH:36]=[O:37].[H-:9].[Na+:10].[P:1]([O:2][CH2:3][CH3:4])([O:5][CH2:6][CH3:7])[O-:8]>>[P:1]([O:2][CH2:3][CH3:4])([O:5][CH2:6][CH3:7])(=[O:8])[CH2:12][CH2:13][CH2:14][CH2:15][CH2:16][n:17]1[c:18](=[O:19])[n:20]([CH3:32])[c:21]2[n:22][cH:23][n:24]([CH2:28][O:29][CH2:30][CH3:31])[c:25]2[c:26]1=[O:27].